Dataset: the Open Reaction Database (ORD), a public repository of structured organic reaction records. Task: describe an organic reaction: reactants, conditions, products, and yield Reactants: CNC(=O)C=1N(N=CN1)CC1=C(N=C2N1C=C(C=C2)C)C2=CC=C(C=C2)C (2-(6-Methyl-2-p-tolyl-imidazo[1,2-a]pyridin-3-ylmethyl)-2H-[1,2,4]triazole-3-carboxylic acid methylamide), ClC1=CC=C(C=C1)C=1N=C2N(C=CC=C2)C1CN1N=C(N=C1)C(=O)OC (methyl 1-((2-(4-chlorophenyl)imidazo[1,2-a]pyridin-3-yl)methyl)-1H-1,2,4-triazole-3-carboxylate), N (ammonia). Yields the product ClC1=CC=C(C=C1)C=1N=C2N(C=CC=C2)C1CN1N=C(N=C1)C(=O)N (1-((2-(4-chlorophenyl)imidazo[1,2-a]pyridin-3-yl)methyl)-1H-1,2,4-triazole-3-carboxamide). As a reaction SMILES: C[NH:2]C(C1N(CC2N3C=C(C)C=CC3=NC=2C2C=CC(C)=CC=2)N=CN=1)=O.[Cl:28][C:29]1[CH:34]=[CH:33][C:32]([C:35]2[N:36]=[C:37]3[CH:42]=[CH:41][CH:40]=[CH:39][N:38]3[C:43]=2[CH2:44][N:45]2[CH:49]=[N:48][C:47]([C:50]([O:52]C)=O)=[N:46]2)=[CH:31][CH:30]=1.N>>[Cl:28][C:29]1[CH:34]=[CH:33][C:32]([C:35]2[N:36]=[C:37]3[CH:42]=[CH:41][CH:40]=[CH:39][N:38]3[C:43]=2[CH2:44][N:45]2[CH:49]=[N:48][C:47]([C:50]([NH2:2])=[O:52])=[N:46]2)=[CH:31][CH:30]=1. Procedure details: The title compound was prepared according to the procedure described for compound 68 from methyl 1-((2-(4-chlorophenyl)imidazo[1,2-a]pyridin-3-yl)methyl)-1H-1,2,4-triazole-3-carboxylate and ammonia. 1H-NMR (D6-DMSO, 400 MHZ, d) 8.60 (d, J=6.9 Hz, 1H), 8.41 (s, 1H), 8.17 (s, 1H), 8.03 (s, 1H), 7.83 (d, J=8.5 Hz, 2H), 7.65 (d, J=9.1 Hz, 1H), 7.50 (d, J=8.5 Hz, 2H), 7.35 (t, J=7.9 Hz, 1H), 7.00 (t, J=6.8 Hz, 1H), 6.32 (s, 2H) ppm; m/e 353, 355. Reactants: NC1=NC=NN2C1=CC=C2C2CN(CCC2)C(=O)OC(C)(C)C (tert-butyl 3-(4-aminopyrrolo[2,1-f][1,2,4]triazin-7-yl)piperidine-1-carboxylate), BrN1C(=O)N(C(=O)C1(C)C)Br (1,3-dibromo-5,5-dimethylhydantoin). Run in CN(C)C=O (DMF), C(C)(=O)O (acetic acid). Conditions: temperature -20 celsius, time 90 minute. Yields the product NC1=NC=NN2C1=C(C=C2C2CN(CCC2)C(=O)OC(C)(C)C)Br (tert-butyl 3-(4-amino-5-bromopyrrolo[2,1-f][1,2,4]triazin-7-yl)piperidine-1-carboxylate). The yield is 192.9%. As a reaction SMILES: [NH2:1][C:2]1[C:7]2=[CH:8][CH:9]=[C:10]([CH:11]3[CH2:16][CH2:15][CH2:14][N:13]([C:17]([O:19][C:20]([CH3:23])([CH3:22])[CH3:21])=[O:18])[CH2:12]3)[N:6]2[N:5]=[CH:4][N:3]=1.[Br:24]N1C(C)(C)C(=O)N(Br)C1=O>CN(C=O)C.C(O)(=O)C>[NH2:1][C:2]1[C:7]2=[C:8]([Br:24])[CH:9]=[C:10]([CH:11]3[CH2:16][CH2:15][CH2:14][N:13]([C:17]([O:19][C:20]([CH3:23])([CH3:22])[CH3:21])=[O:18])[CH2:12]3)[N:6]2[N:5]=[CH:4][N:3]=1. Procedure details: To a cooled (−20° C.) solution tert-butyl 3-(4-aminopyrrolo[2,1-f][1,2,4]triazin-7-yl)piperidine-1-carboxylate (891 mg, 2.81 mmol) in DMF (8.7 mL) and acetic acid (7.0 mL) was added 1,3-dibromo-5,5-dimethylhydantoin (401 mg, 1.40 mmol) in 3 portions over 10 min. The mixture was allowed to stir at −20° C. for 90 min. The reaction was quenched with the addition 5% aqueous K2CO3 (20 mL) and was allowed to warm to rt. The mixture was extracted with ethyl acetate (3×20 mL). The combined organics were...